From a dataset of the Open Reaction Database (ORD), a public repository of structured organic reaction records. describe an organic reaction: reactants, conditions, products, and yield Reactants: O(C1=CC=CC=C1)C1=C(C(=O)O)C=CC=C1 (2-phenoxybenzoic acid), B (borane), solution, CSC (dimethylsulfide). The solvent is C1CCOC1 (THF). Run at time 15 hour. The product is O(C1=CC=CC=C1)C1=C(CO)C=CC=C1 (2-phenoxybenzyl alcohol). As a reaction SMILES: [O:1]([C:8]1[CH:16]=[CH:15][CH:14]=[CH:13][C:9]=1[C:10](O)=[O:11])[C:2]1[CH:7]=[CH:6][CH:5]=[CH:4][CH:3]=1.B.CSC>C1COCC1>[O:1]([C:8]1[CH:16]=[CH:15][CH:14]=[CH:13][C:9]=1[CH2:10][OH:11])[C:2]1[CH:3]=[CH:4][CH:5]=[CH:6][CH:7]=1. Reported procedure: To a solution of 2-phenoxybenzoic acid (10.00 g, 46.7 mmol) in THF (250 mL) was added dropwise borane.dimethylsulfide (9.8 mL of a 10.0M solution, 98 mmol). Upon completion of addition, the reaction was stirred for 15 hrs. It was then quenched with aqueous 10% HCl (250 mL) and extracted with ethylacetate (3×250 mL). The organics were combined, dried with MgSO4 and concentrated to afford crude 2-phenoxybenzyl alcohol. Starting materials: CNC=1C=NC=CC1C1=C(C=CC=C1)C (N-methyl-4-o-tolylpyridin-3-amine), CC=1C=C(C(=O)O)C=C(C1)C(F)(F)F (3-methyl-5-(trifluoromethyl)benzoic acid). Product: CC=1C=C(C(=O)N(C=2C=NC=CC2C2=C(C=CC=C2)C)C)C=C(C1)C(F)(F)F (3,N-Dimethyl-N-(4-o-tolyl-pyridin-3-yl)-5-trifluoromethyl-benzamide). Reaction SMILES: [CH3:1][NH:2][C:3]1[CH:4]=[N:5][CH:6]=[CH:7][C:8]=1[C:9]1[CH:14]=[CH:13][CH:12]=[CH:11][C:10]=1[CH3:15].[CH3:16][C:17]1[CH:18]=[C:19]([CH:23]=[C:24]([C:26]([F:29])([F:28])[F:27])[CH:25]=1)[C:20]([OH:22])=O>>[CH3:16][C:17]1[CH:18]=[C:19]([CH:23]=[C:24]([C:26]([F:29])([F:28])[F:27])[CH:25]=1)[C:20]([N:2]([CH3:1])[C:3]1[CH:4]=[N:5][CH:6]=[CH:7][C:8]=1[C:9]1[CH:14]=[CH:13][CH:12]=[CH:11][C:10]=1[CH3:15])=[O:22]. Procedure details: The title compound was prepared in analogy to example 90, from N-methyl-4-o-tolylpyridin-3-amine (example 1, intermediate a) and 3-methyl-5-(trifluoromethyl)benzoic acid (CAS RN 117186-02-4) after a reaction time of 67 hours. The compound was purified by silica gel chromatography on a 10 g column using a MPLC system eluting with a gradient of n-heptane:EtOAc (100:0 to 30:70). Light brown oil (9%). MS (ESI): m/z=385.15[M+H]+. Reactants: C1(CCCC1)C=1OC(=C(N1)C(=O)O)C (2-cyclopentyl-5-methyl-4-oxazolecarboxylic acid), S(=O)(Cl)Cl (thionyl chloride). Run at time 40 minute. Product: C1(CCCC1)C=1OC(=C(N1)CO)C (2-cyclopentyl-4-hydoxymethyl-5-methyloxazole). RXN SMILES: [CH:1]1([C:6]2[O:7][C:8]([CH3:14])=[C:9]([C:11](O)=[O:12])[N:10]=2)[CH2:5][CH2:4][CH2:3][CH2:2]1.S(Cl)(Cl)=O>>[CH:1]1([C:6]2[O:7][C:8]([CH3:14])=[C:9]([CH2:11][OH:12])[N:10]=2)[CH2:2][CH2:3][CH2:4][CH2:5]1. Reported procedure: A mixture of 2-cyclopentyl-5-methyl-4-oxazolecarboxylic acid (7.0 g) and thionyl chloride (14 ml) was refluxed with stirring for 40 minutes. The thionyl chloride was completely distilled off and the residue was dissolved in dimethoxyethane (70 ml). The solution was added dropwise to a mixture of sodium borohydride (2.7 g) and dimethoxyethane (50 ml) with ice-cooling and stirring. The mixture was stirred for 30 minutes, adjusted to pH 2 with 2N hydrochloric acid and refluxed for 30 minutes. The s... Reactants: C(=C)[Mg]Br (vinyl magnesium bromide), NC1=C(C=C(C=C1)Cl)C(=O)C1CC1 ((2-Amino-5-chlorophenyl)(cyclopropyl)methanone), C1CCOC1 (THF), [Cl-].[NH4+] (ammonium chloride). The solvent is C(C)(=O)OCC (ethyl acetate). Run at temperature 0 celsius. Yields the product ClC=1C=CC2=C(C(OC(N2)=O)(C=C)C2CC2)C1 (6-chloro-4-cyclopropyl-4-vinyl-1,4-dihydro-2H-3,1-benzoxazin-2-one). RXN SMILES: [NH2:1][C:2]1[CH:7]=[CH:6][C:5]([Cl:8])=[CH:4][C:3]=1[C:9]([CH:11]1[CH2:13][CH2:12]1)=[O:10].[CH:14]([Mg]Br)=[CH2:15].[Cl-].[NH4+].C1C[O:23][CH2:22]C1>C(OCC)(=O)C>[Cl:8][C:5]1[CH:6]=[CH:7][C:2]2[NH:1][C:22](=[O:23])[O:10][C:9]([CH:11]3[CH2:12][CH2:13]3)([CH:14]=[CH2:15])[C:3]=2[CH:4]=1 |f:2.3|. Reported procedure: (2-Amino-5-chlorophenyl)(cyclopropyl)methanone (450 mg, 2.30 mmol) was dissolved in THF (5 mL), and while stirring the reaction solution at 0° C., vinyl magnesium bromide (1.0 M THF solution, 5.7 mL) was added dropwise thereto. The reaction solution was stirred overnight at room temperature, and then, a saturated aqueous ammonium chloride solution was added to the solution. After the solution was diluted with ethyl acetate, the organic layer was separated and washed with saturated brine and then... The product is NC1=NC(=C(C(=N1)N)OCCCOC1=CC=NC2=CC=C(C=C12)Cl)CC (2,4-diamino-6-ethyl-5-(3-(6-chloroquinolin-4-yloxy)propoxy)pyrimidine). Solvent: CN(C)C=O (DMF), CN(C)C=O (DMF). Starting materials: ClC=1C=C2C(=CC=NC2=CC1)OCCCBr (3-(6-chloroquinolin-4-yloxy)propyl bromide), ClCCl (dichloromethane), NC1=NC(=C(C(=N1)N)O)CC (2,4-Diamino-6-ethyl-5-hydroxypyrimidine), O.[OH-].[Li+] (lithium hydroxide monohydrate). Reported procedure: 2,4-Diamino-6-ethyl-5-hydroxypyrimidine (1.39 g, 9 mmol) was added to a stirred solution of lithium hydroxide monohydrate (1.32 g, 31.50 mmol) in DMF (5 mL) and the reaction mixture was stirred at 25° C. for 1 hour. A solution of 3-(6-chloroquinolin-4-yloxy)propyl bromide (2.71 g, 9 mmol) in DMF (3 mL) was added and the reaction mixture was left stirring at 25° C. overnight. DMF was partially removed under reduced pressure to give residue. The residue was digested with dichloromethane and filter... Reaction SMILES: [NH2:1][C:2]1[N:7]=[C:6]([NH2:8])[C:5]([OH:9])=[C:4]([CH2:10][CH3:11])[N:3]=1.O.[OH-].[Li+].[Cl:15][C:16]1[CH:17]=[C:18]2[C:23](=[CH:24][CH:25]=1)[N:22]=[CH:21][CH:20]=[C:19]2[O:26][CH2:27][CH2:28][CH2:29]Br.ClCCl>CN(C=O)C>[NH2:1][C:2]1[N:7]=[C:6]([NH2:8])[C:5]([O:9][CH2:29][CH2:28][CH2:27][O:26][C:19]2[C:18]3[C:23](=[CH:24][CH:25]=[C:16]([Cl:15])[CH:17]=3)[N:22]=[CH:21][CH:20]=2)=[C:4]([CH2:10][CH3:11])[N:3]=1 |f:1.2.3|. Yield: 55.0%. Run at temperature 25 celsius, time 1 hour.